This data is from the Open Reaction Database (ORD), a public repository of structured organic reaction records. The task is: describe an organic reaction: reactants, conditions, products, and yield Starting materials: C1(CC1)C(C1=CC=C(C=C1)C(C=1OCC(N1)(C)C)(C)C)=O (4-(cyclopropyl-oxo-methyl)-α,α-dimethyl-α-(4,4-dimethyloxazolin-2-yl)toluene), Cl (hydrochloric acid), O1CCOCC1 (1,4-dioxane). The product is ClCCCC(=O)C1=CC=C(C=C1)C(C(=O)O)(C)C (4-(4-chloro-1-oxobutyl)-α,α-dimethylphenylacetic acid). Isolated yield 68.0%. RXN SMILES: [CH:1]1([C:4](=[O:21])[C:5]2[CH:10]=[CH:9][C:8]([C:11]([CH3:20])([CH3:19])[C:12]3[O:13]CC(C)(C)N=3)=[CH:7][CH:6]=2)[CH2:3][CH2:2]1.[ClH:22].[O:23]1CCOCC1>>[Cl:22][CH2:2][CH2:3][CH2:1][C:4]([C:5]1[CH:10]=[CH:9][C:8]([C:11]([CH3:20])([CH3:19])[C:12]([OH:23])=[O:13])=[CH:7][CH:6]=1)=[O:21]. Reported procedure: A mixture of 4-(cyclopropyl-oxo-methyl)-α,α-dimethyl-α-(4,4-dimethyloxazolin-2-yl)toluene, prepared according to Example 3, (42 g, 0.15 mole), 150 mL concentrated hydrochloric acid, and 150 mL 1,4-dioxane was brought to reflux for 18 hours. The mixture was extracted three times with ethyl acetate. The organics were washed with saturated NaCl solution, dried over MgSO4, and concentrated. Crude product was purified by column chromatography using 240 g silica gel, and eluting with 81:14:5 hexanes/e... Reactants: CCO, Cl, CCOC(=O)c1ccc(NC(=O)c2cc(Br)c3c(c2)C(c2ccc(C)cc2)CC(C)(C)O3)cc1F, [Na+], [OH-]. Product: Cc1ccc(C2CC(C)(C)Oc3c(Br)cc(C(=O)Nc4ccc(C(=O)O)c(F)c4)cc32)cc1. RXN SMILES: [CH3:39][CH2:40][OH:41].[ClH:38].[F:1][c:2]1[c:3]([C:4](=[O:5])[O:6][CH2:7][CH3:8])[cH:9][cH:10][c:11]([NH:13][C:14](=[O:15])[c:16]2[cH:17][c:18]3[c:23]([c:24]([Br:26])[cH:25]2)[O:22][C:21]([CH3:27])([CH3:28])[CH2:20][CH:19]3[c:29]2[cH:30][cH:31][c:32]([CH3:35])[cH:33][cH:34]2)[cH:12]1.[Na+:37].[OH-:36]>>[F:1][c:2]1[c:3]([C:4](=[O:5])[OH:6])[cH:9][cH:10][c:11]([NH:13][C:14](=[O:15])[c:16]2[cH:17][c:18]3[c:23]([c:24]([Br:26])[cH:25]2)[O:22][C:21]([CH3:27])([CH3:28])[CH2:20][CH:19]3[c:29]2[cH:30][cH:31][c:32]([CH3:35])[cH:33][cH:34]2)[cH:12]1. Starting materials: FC(C(=O)O)(F)F.N1C[C@H](CC1)CNC(=O)C=1NC2=CC(=CC=C2C1)Cl (6-chloro-1H-indole-2-carboxylic acid ((S)-1-pyrrolidin-3-ylmethyl)-amide trifluoro acetate), [N+](=O)([O-])C1=CC=C(C=C1)OC(NC1=C(C=C(C=C1)N1C(C=CC=C1)=O)F)=O ([2-fluoro-4-(2-oxo-2H-pyridin-1-yl)-phenyl]-carbamic acid 4-nitro-phenyl ester). Yields the product FC1=C(C=CC(=C1)N1C(C=CC=C1)=O)NC(=O)N1C[C@H](CC1)CNC(=O)C=1NC2=CC(=CC=C2C1)Cl (6-chloro-1H-indole-2-carboxylic acid {(R)-1-[2-fluoro-4-(2-oxo-2H-pyridin-1-yl)-phenylcarbamoyl]-pyrrolidin-3-ylmethyl}-amide). As a reaction SMILES: FC(F)(F)C(O)=O.[NH:8]1[CH2:12][CH2:11][C@H:10]([CH2:13][NH:14][C:15]([C:17]2[NH:18][C:19]3[C:24]([CH:25]=2)=[CH:23][CH:22]=[C:21]([Cl:26])[CH:20]=3)=[O:16])[CH2:9]1.[N+](C1C=CC([O:36][C:37](=O)[NH:38][C:39]2[CH:44]=[CH:43][C:42]([N:45]3[CH:50]=[CH:49][CH:48]=[CH:47][C:46]3=[O:51])=[CH:41][C:40]=2[F:52])=CC=1)([O-])=O>>[F:52][C:40]1[CH:41]=[C:42]([N:45]2[CH:50]=[CH:49][CH:48]=[CH:47][C:46]2=[O:51])[CH:43]=[CH:44][C:39]=1[NH:38][C:37]([N:8]1[CH2:12][CH2:11][C@H:10]([CH2:13][NH:14][C:15]([C:17]2[NH:18][C:19]3[C:24]([CH:25]=2)=[CH:23][CH:22]=[C:21]([Cl:26])[CH:20]=3)=[O:16])[CH2:9]1)=[O:36] |f:0.1|. Reported procedure: 68.3 Using general method H, 6-chloro-1H-indole-2-carboxylic acid ((S)-1-pyrrolidin-3-ylmethyl)-amide trifluoro acetate was reacted with [2-fluoro-4-(2-oxo-2H-pyridin-1-yl)-phenyl]-carbamic acid 4-nitro-phenyl ester (prepared according to example 54.3) to give 6-chloro-1H-indole-2-carboxylic acid {(R)-1-[2-fluoro-4-(2-oxo-2H-pyridin-1-yl)-phenylcarbamoyl]-pyrrolidin-3-ylmethyl}-amide. Pale yellow solid. MS 506.1 ([M−H]−) The reactants are C1CCOC1, CI, Cc1cc(C#N)cnc1N. Product: CNc1ncc(C#N)cc1C. RXN SMILES: [CH2:13]1[O:14][CH2:15][CH2:16][CH2:17]1.[CH3:11][I:12].[NH2:1][c:2]1[n:3][cH:4][c:5]([C:6]#[N:7])[cH:8][c:9]1[CH3:10]>>[NH:1]([c:2]1[n:3][cH:4][c:5]([C:6]#[N:7])[cH:8][c:9]1[CH3:10])[CH3:11]. RXN SMILES: [BH3:40].[CH3:1][O:2][c:3]1[cH:4][c:5]2[c:6]([O:15][c:16]3[cH:17][cH:18][c:19]([NH:22][C:23]([CH2:24][O:25][c:26]4[c:27]([Cl:33])[cH:28][cH:29][cH:30][c:31]4[Cl:32])=[O:34])[cH:20][cH:21]3)[cH:7][cH:8][n:9][c:10]2[cH:11][c:12]1[O:13][CH3:14].[ClH:41].[Na+:43].[O:35]1[CH2:36][CH2:37][CH2:38][CH2:39]1.[O:44]1[CH2:45][CH2:46][CH2:47][CH2:48]1.[OH-:42]>>[CH3:1][O:2][c:3]1[cH:4][c:5]2[c:6]([O:15][c:16]3[cH:17][cH:18][c:19]([NH:22][CH2:23][CH2:24][O:25][c:26]4[c:27]([Cl:33])[cH:28][cH:29][cH:30][c:31]4[Cl:32])[cH:20][cH:21]3)[cH:7][cH:8][n:9][c:10]2[cH:11][c:12]1[O:13][CH3:14]. Yields the product COc1cc2nccc(Oc3ccc(NCCOc4c(Cl)cccc4Cl)cc3)c2cc1OC. The reactants are B, COc1cc2nccc(Oc3ccc(NC(=O)COc4c(Cl)cccc4Cl)cc3)c2cc1OC, Cl, [Na+], C1CCOC1, C1CCOC1, [OH-].